From a dataset of the Open Reaction Database (ORD), a public repository of structured organic reaction records. describe an organic reaction: reactants, conditions, products, and yield Reaction SMILES: [OH:1][c:2]1[c:3]([CH2:16][C:17](=[O:18])[OH:19])[cH:4][cH:5][cH:6][c:7]1[O:8][c:9]1[c:10]([OH:15])[cH:11][cH:12][cH:13][cH:14]1.[c:20]1([CH3:21])[cH:22][cH:23][c:24]([S:25]([OH:26])(=[O:27])=[O:28])[cH:29][cH:30]1.[cH:31]1[cH:32][cH:33][cH:34][cH:35][cH:36]1>>[c:2]12[c:3]([cH:4][cH:5][cH:6][c:7]1[O:8][c:9]1[c:10]([OH:15])[cH:11][cH:12][cH:13][cH:14]1)[CH2:16][C:17](=[O:18])[O:19]2. Yields the product O=C1Cc2cccc(Oc3ccccc3O)c2O1. The reactants are O=C(O)Cc1cccc(Oc2ccccc2O)c1O, Cc1ccc(S(=O)(=O)O)cc1, c1ccccc1. Reactants: O (water), C(C)(C)(C)OC(=O)N1CCC(CC1)C#CC1=CC(=NC=C1Cl)C1=C(C=C(C=C1)C#N)F (4-[5-chloro-2-(4-cyano-2-fluoro-phenyl)-pyridin-4-ylethynyl]-piperidine-1-carboxylic acid tert-butyl ester), O (water), [OH-].[K+] (KOH), C(C)(C)(C)P(C1(C(=C(C=C(C1)C(C)C)C(C)C)C1=CC=CC=C1)C(C)C)C(C)(C)C (2-di-tert-butylphosphino-2,4,6-triisopropylbiphenyl). The reagents and catalysts are C1=CC=C(C=C1)/C=C/C(=O)/C=C/C2=CC=CC=C2.C1=CC=C(C=C1)/C=C/C(=O)/C=C/C2=CC=CC=C2.C1=CC=C(C=C1)/C=C/C(=O)/C=C/C2=CC=CC=C2.C(Cl)(Cl)Cl.[Pd].[Pd] (tris(dibenzylideneacetone)dipalladium(0) chloroform adduct). Solvent: O1CCOCC1 (1,4-dioxane). Conditions: temperature 110 celsius, time 2 hour. The product is C(C)(C)(C)OC(=O)N1CCC(CC1)C1=CC=2C(=CN=C(C2)C2=C(C=C(C=C2)C(=O)N)F)O1 (4-[5-(2-Fluoro-4-aminocarbonyl-phenyl)-furo[2,3-c]pyridin-2-yl]-piperidine-1-carboxylic acid tert-butyl ester). Reaction SMILES: [C:1]([O:5][C:6]([N:8]1[CH2:13][CH2:12][CH:11]([C:14]#[C:15][C:16]2[C:21](Cl)=[CH:20][N:19]=[C:18]([C:23]3[CH:28]=[CH:27][C:26]([C:29]#[N:30])=[CH:25][C:24]=3[F:31])[CH:17]=2)[CH2:10][CH2:9]1)=[O:7])([CH3:4])([CH3:3])[CH3:2].[OH-:32].[K+].C(P(C(C)(C)C)C1(C(C)C)CC(C(C)C)=CC(C(C)C)=C1C1C=CC=CC=1)(C)(C)C.[OH2:64]>C1C=CC(/C=C/C(/C=C/C2C=CC=CC=2)=O)=CC=1.C1C=CC(/C=C/C(/C=C/C2C=CC=CC=2)=O)=CC=1.C1C=CC(/C=C/C(/C=C/C2C=CC=CC=2)=O)=CC=1.C(Cl)(Cl)Cl.[Pd].[Pd].O1CCOCC1>[C:1]([O:5][C:6]([N:8]1[CH2:13][CH2:12][CH:11]([C:14]2[O:64][C:21]3=[CH:20][N:19]=[C:18]([C:23]4[CH:28]=[CH:27][C:26]([C:29]([NH2:30])=[O:32])=[CH:25][C:24]=4[F:31])[CH:17]=[C:16]3[CH:15]=2)[CH2:10][CH2:9]1)=[O:7])([CH3:4])([CH3:3])[CH3:2] |f:1.2,5.6.7.8.9.10|. Procedure: A flask is charged under Ar atmosphere with a stir bar, 4-[5-chloro-2-(4-cyano-2-fluoro-phenyl)-pyridin-4-ylethynyl]-piperidine-1-carboxylic acid tert-butyl ester (110 mg), powdered KOH (42 mg), 2-di-tert-butylphosphino-2,4,6-triisopropylbiphenyl (8 mg), tris(dibenzylideneacetone)dipalladium(0) chloroform adduct (6 mg), water (1.5 mL), and 1,4-dioxane (3 mL). The mixture is heated to 110° C. and stirred at this temperature for 2 h. After cooling the mixture to room temperature, water is added an... The reactants are COC=1C=C(CN)C=CC1OC (3,4-dimethoxybenzylamine), C1C(C2=CC=CC=C2)O1 (styrene oxide). Run in C(C)#N (acetonitrile). Yields the product COC=1C=C(CNCC(C2=CC=CC=C2)O)C=CC1OC (N-(3,4-dimethoxybenzyl)-2-hydroxy-2-phenylethylamine). Yield: 46.7%. As a reaction SMILES: [CH3:1][O:2][C:3]1[CH:4]=[C:5]([CH:8]=[CH:9][C:10]=1[O:11][CH3:12])[CH2:6][NH2:7].[CH2:13]1[O:21][CH:14]1[C:15]1[CH:20]=[CH:19][CH:18]=[CH:17][CH:16]=1>C(#N)C>[CH3:1][O:2][C:3]1[CH:4]=[C:5]([CH:8]=[CH:9][C:10]=1[O:11][CH3:12])[CH2:6][NH:7][CH2:13][CH:14]([OH:21])[C:15]1[CH:20]=[CH:19][CH:18]=[CH:17][CH:16]=1. Procedure details: Heat a solution of 3,4-dimethoxybenzylamine (16.7 g) and styrene oxide (12.0 g) in acetonitrile (250 mL) at reflux for 16 h. Concentrate to a residue and distill the residue, collecting the fraction distilling above 120° C. (0.5 mm). Recrystallize the solidified distillate from benzene/hexane to give N-(3,4-dimethoxybenzyl)-2-hydroxy-2-phenylethylamine (13.4 g), mp=93°-94° C. Starting materials: CC(C)CC(OC(=O)N1CCOCC1)C(=O)NC(COCc1ccccc1)C(N)=O, Clc1nc(Cl)nc(Cl)n1, CN(C)C=O. The product is CC(C)CC(OC(=O)N1CCOCC1)C(=O)NC(C#N)COCc1ccccc1. Reaction SMILES: [CH2:1]([c:2]1[cH:3][cH:4][cH:5][cH:6][cH:7]1)[O:8][CH2:9][CH:10]([C:11]([NH2:12])=[O:13])[NH:14][C:15](=[O:16])[CH:17]([CH2:18][CH:19]([CH3:20])[CH3:21])[O:22][C:23](=[O:24])[N:25]1[CH2:26][CH2:27][O:28][CH2:29][CH2:30]1.[Cl:31][c:32]1[n:33][c:34]([Cl:35])[n:36][c:37]([Cl:38])[n:39]1.[O:40]=[CH:41][N:42]([CH3:43])[CH3:44]>>[CH2:1]([c:2]1[cH:3][cH:4][cH:5][cH:6][cH:7]1)[O:8][CH2:9][CH:10]([C:11]#[N:12])[NH:14][C:15](=[O:16])[CH:17]([CH2:18][CH:19]([CH3:20])[CH3:21])[O:22][C:23](=[O:24])[N:25]1[CH2:26][CH2:27][O:28][CH2:29][CH2:30]1. Starting materials: CC(=O)[O-], CC(=O)[O-], [Cu+2], CC(C)N1CCN(C(=O)c2ccc3[nH]c(C(=O)N4CCS(=O)(=O)CC4)cc3c2)CC1, c1ccncc1, OB(O)c1cncnc1. Yields the product CC(C)N1CCN(C(=O)c2ccc3c(c2)cc(C(=O)N2CCS(=O)(=O)CC2)n3-c2cncnc2)CC1. Reaction SMILES: [C:40]([O-:41])(=[O:42])[CH3:43].[C:45]([O-:46])(=[O:47])[CH3:48].[Cu+2:44].[O:1]=[S:2]1(=[O:30])[CH2:3][CH2:4][N:5]([C:8](=[O:9])[c:10]2[nH:11][c:12]3[cH:13][cH:14][c:15]([C:19](=[O:20])[N:21]4[CH2:22][CH2:23][N:24]([CH:27]([CH3:28])[CH3:29])[CH2:25][CH2:26]4)[cH:16][c:17]3[cH:18]2)[CH2:6][CH2:7]1.[cH:49]1[cH:50][cH:51][n:52][cH:53][cH:54]1.[n:31]1[cH:32][n:33][cH:34][c:35]([B:37]([OH:38])[OH:39])[cH:36]1>>[O:1]=[S:2]1(=[O:30])[CH2:3][CH2:4][N:5]([C:8](=[O:9])[c:10]2[n:11](-[c:35]3[cH:34][n:33][cH:32][n:31][cH:36]3)[c:12]3[cH:13][cH:14][c:15]([C:19](=[O:20])[N:21]4[CH2:22][CH2:23][N:24]([CH:27]([CH3:28])[CH3:29])[CH2:25][CH2:26]4)[cH:16][c:17]3[cH:18]2)[CH2:6][CH2:7]1. The reactants are [BH4-].[Na+] (sodium borohydride), Cl (Hydrochloric acid), C(C)O (ethanol), C(C1=CC=CC=C1)OC1=C(C=CC(=C1)C=C(CC)[N+](=O)[O-])OC (2-Benzyloxy-1-methoxy-4-(2-nitro-but-1-enyl)-benzene). The solvent is C1CCOC1 (THF), C1CCOC1 (THF). Reaction conditions: temperature 0 celsius, time 4 hour. Product: C(C1=CC=CC=C1)OC1=C(C=CC(=C1)CC(CC)[N+](=O)[O-])OC (2-Benzyloxy-1-methoxy-4-(2-nitro-butyl)-benzene). Isolated yield 62.9%. As a reaction SMILES: [BH4-].[Na+].C(O)C.[CH2:6]([O:13][C:14]1[CH:19]=[C:18]([CH:20]=[C:21]([N+:24]([O-:26])=[O:25])[CH2:22][CH3:23])[CH:17]=[CH:16][C:15]=1[O:27][CH3:28])[C:7]1[CH:12]=[CH:11][CH:10]=[CH:9][CH:8]=1.Cl>C1COCC1>[CH2:6]([O:13][C:14]1[CH:19]=[C:18]([CH2:20][CH:21]([N+:24]([O-:26])=[O:25])[CH2:22][CH3:23])[CH:17]=[CH:16][C:15]=1[O:27][CH3:28])[C:7]1[CH:8]=[CH:9][CH:10]=[CH:11][CH:12]=1 |f:0.1|. Reported procedure: Finely powdered sodium borohydride (3.38 g, 89.3 mmol) was covered with THF (40 mL) and ethanol (40 mL) and cooled to 0° C. 257 (13.95 g, 44.5 mmol) was dissolved in THF (120 mL) and added slowly over 2 h via dropping funnel. The reaction mixture was stirred for 4 h at 0° C. and then for 60 h at room temperature. Hydrochloric acid (2M, 45 mL) was added very carefully. The two layers were separated and the organic layer was concentrated in vacuo. The crude product was purified by flash column chr...